This data is from the Open Reaction Database (ORD), a public repository of structured organic reaction records. The task is: describe an organic reaction: reactants, conditions, products, and yield Reactants: C1CNCCN1, Clc1ncccn1, [Na+], [Na+], O=C([O-])[O-], O. Yields the product c1cnc(N2CCNCC2)nc1. As a reaction SMILES: [CH2:1]1[CH2:2][NH:3][CH2:4][CH2:5][NH:6]1.[Cl:13][c:14]1[n:15][cH:16][cH:17][cH:18][n:19]1.[Na+:7].[Na+:8].[O-:9][C:10](=[O:11])[O-:12].[OH2:20]>>[CH2:1]1[CH2:2][N:3]([c:14]2[n:15][cH:16][cH:17][cH:18][n:19]2)[CH2:4][CH2:5][NH:6]1.